Dataset: the Open Reaction Database (ORD), a public repository of structured organic reaction records. Task: describe an organic reaction: reactants, conditions, products, and yield The reactants are [N+](=O)([O-])C1=C(C=O)C=CC=C1 (o-nitrobenzaldehyde), C(CC(=O)C)(=O)OCCN1CCN(CC1)C(C1=CC=CC=C1)C1=CC=CC=C1 (2-(4-benzhydryl-1-piperazinyl)ethyl acetoacetate), N\C(=C/C(=O)OC)\C (methyl 3-aminocrotonate), Cl (hydrogen chloride). Run in C(C)(C)O (isopropyl alcohol). Yields the product O.Cl.Cl.CC=1NC(=C(C(C1C(=O)OCCN1CCN(CC1)C(C1=CC=CC=C1)C1=CC=CC=C1)C1=C(C=CC=C1)[N+](=O)[O-])C(=O)OC)C (2-(4-benzhydryl-1-piperazinyl)ethyl methyl 2,6-dimethyl-4-(2-nitrophenyl)-1,4-dihydropyridine-3,5-dicarboxylate dihydrochloride monohydrate). Yield: 11.4%. Reaction SMILES: [N+:1]([C:4]1[CH:11]=[CH:10][CH:9]=[CH:8][C:5]=1[CH:6]=O)([O-:3])=[O:2].[C:12]([O:18][CH2:19][CH2:20][N:21]1[CH2:26][CH2:25][N:24]([CH:27]([C:34]2[CH:39]=[CH:38][CH:37]=[CH:36][CH:35]=2)[C:28]2[CH:33]=[CH:32][CH:31]=[CH:30][CH:29]=2)[CH2:23][CH2:22]1)(=[O:17])[CH2:13][C:14]([CH3:16])=O.[NH2:40]/[C:41](/[CH3:47])=[CH:42]\[C:43]([O:45][CH3:46])=[O:44].[ClH:48]>C(O)(C)C>[OH2:2].[ClH:48].[ClH:48].[CH3:16][C:14]1[NH:40][C:41]([CH3:47])=[C:42]([C:43]([O:45][CH3:46])=[O:44])[CH:6]([C:5]2[CH:8]=[CH:9][CH:10]=[CH:11][C:4]=2[N+:1]([O-:3])=[O:2])[C:13]=1[C:12]([O:18][CH2:19][CH2:20][N:21]1[CH2:26][CH2:25][N:24]([CH:27]([C:34]2[CH:35]=[CH:36][CH:37]=[CH:38][CH:39]=2)[C:28]2[CH:29]=[CH:30][CH:31]=[CH:32][CH:33]=2)[CH2:23][CH2:22]1)=[O:17] |f:5.6.7.8|. Reported procedure: A mixture of o-nitrobenzaldehyde, 2-(4-benzhydryl-1-piperazinyl)ethyl acetoacetate and methyl 3-aminocrotonate was worked up in isopropyl alcohol in the same manner as Example 1 and the product was further treated with methanolic hydrogen chloride to give 2-(4-benzhydryl-1-piperazinyl)ethyl methyl 2,6-dimethyl-4-(2-nitrophenyl)-1,4-dihydropyridine-3,5-dicarboxylate dihydrochloride monohydrate as light yellow crystals, m.p. 162°-164° C. Yield 11.4%. The reactants are O=C([O-])[O-], CNC, COC(=O)c1cc(F)ccc1C#N, Cl, [K+], [K+]. The product is COC(=O)c1cc(N(C)C)ccc1C#N. As a reaction SMILES: [C:18](=[O:19])([O-:20])[O-:21].[CH3:15][NH:16][CH3:17].[CH3:1][O:2][C:3]([c:4]1[c:5]([C:11]#[N:12])[cH:6][cH:7][c:8]([F:10])[cH:9]1)=[O:13].[ClH:14].[K+:22].[K+:23]>>[CH3:1][O:2][C:3]([c:4]1[c:5]([C:11]#[N:12])[cH:6][cH:7][c:8]([N:16]([CH3:15])[CH3:17])[cH:9]1)=[O:13]. Starting materials: compound, C(C)(=O)C1C(C2=C(C=CC(=C2CC1)F)C(C)=O)=O (2,8-Diacetyl-5-fluoro-1-tetralone), C(C)(=O)NC1C(C2=C(C=CC=C2CC1)NC(C)=O)=O (2,8-diacetylamino-1-tetralone). The product is C(C)(=O)NC1C(C2=C(C=CC(=C2CC1)F)N)=O (2-Acetylamino-8-amino-5-fluoro-1-tetralone). Reaction SMILES: C(C1CCC2C(=C(C(=O)C)C=CC=2[F:14])C1=O)(=O)C.[C:19]([NH:22][CH:23]1[CH2:32][CH2:31][C:30]2[C:25](=[C:26]([NH:33]C(=O)C)[CH:27]=[CH:28][CH:29]=2)[C:24]1=[O:37])(=[O:21])[CH3:20]>>[C:19]([NH:22][CH:23]1[CH2:32][CH2:31][C:30]2[C:25](=[C:26]([NH2:33])[CH:27]=[CH:28][C:29]=2[F:14])[C:24]1=[O:37])(=[O:21])[CH3:20]. Procedure details: The reaction was carried out in the same manner as in Example 1-(4), except that 300 mg of the compound prepared in (1) above was used instead of 2,8-diacetylamino-1-tetralone of Example 1-(4), and post-treated to produce 182 mg of the title compound. The product is COc1cc2nccc(Oc3cccnc3OC3CCCC3)c2cc1OC. As a reaction SMILES: [C:23](=[O:24])([O-:25])[O-:26].[CH3:1][O:2][c:3]1[cH:4][c:5]2[c:6]([O:15][c:16]3[c:17]([OH:22])[n:18][cH:19][cH:20][cH:21]3)[cH:7][cH:8][n:9][c:10]2[cH:11][c:12]1[O:13][CH3:14].[CH:29]1([Br:34])[CH2:30][CH2:31][CH2:32][CH2:33]1.[CH:36]([Cl:37])([Cl:38])[Cl:39].[K+:27].[K+:28].[OH2:35]>>[CH3:1][O:2][c:3]1[cH:4][c:5]2[c:6]([O:15][c:16]3[c:17]([O:22][CH:29]4[CH2:30][CH2:31][CH2:32][CH2:33]4)[n:18][cH:19][cH:20][cH:21]3)[cH:7][cH:8][n:9][c:10]2[cH:11][c:12]1[O:13][CH3:14]. Starting materials: O=C([O-])[O-], COc1cc2nccc(Oc3cccnc3O)c2cc1OC, BrC1CCCC1, ClC(Cl)Cl, [K+], [K+], O.